This data is from the Open Reaction Database (ORD), a public repository of structured organic reaction records. The task is: describe an organic reaction: reactants, conditions, products, and yield Reactants: C1(=CC=CC=C1)OC(NC1(C(NC2=CC=C(C=C12)OC)=O)C1=C(C=CC=C1)OCC)=O ([3-(2-Ethoxy-phenyl)-5-methoxy-2-oxo-2,3-dihydro-1H-indol-3-yl]-carbamic acid phenyl ester), CN1CCC(CC1)N1CCNCC1 (1-(1-methylpiperidine-4-yl)-piperazine). Solvent: C1CCOC1 (THF). The product is C(C)OC1=C(C=CC=C1)C1(C(NC2=CC=C(C=C12)OC)=O)NC(=O)N1CCN(CC1)C1CCN(CC1)C (4-(1-Methyl-piperidin-4-yl)-piperazine-1-carboxylic acid [3-(2-ethoxy-phenyl)-5-methoxy-2-oxo-2,3-dihydro-1H-indol-3-yl]-amide). Yield: 65.7%. Reaction SMILES: C1([O:7][C:8](=O)[NH:9][C:10]2([C:22]3[CH:27]=[CH:26][CH:25]=[CH:24][C:23]=3[O:28][CH2:29][CH3:30])[C:18]3[C:13](=[CH:14][CH:15]=[C:16]([O:19][CH3:20])[CH:17]=3)[NH:12][C:11]2=[O:21])C=CC=CC=1.[CH3:32][N:33]1[CH2:38][CH2:37][CH:36]([N:39]2[CH2:44][CH2:43][NH:42][CH2:41][CH2:40]2)[CH2:35][CH2:34]1>C1COCC1>[CH2:29]([O:28][C:23]1[CH:24]=[CH:25][CH:26]=[CH:27][C:22]=1[C:10]1([NH:9][C:8]([N:42]2[CH2:41][CH2:40][N:39]([CH:36]3[CH2:37][CH2:38][N:33]([CH3:32])[CH2:34][CH2:35]3)[CH2:44][CH2:43]2)=[O:7])[C:18]2[C:13](=[CH:14][CH:15]=[C:16]([O:19][CH3:20])[CH:17]=2)[NH:12][C:11]1=[O:21])[CH3:30]. Procedure details: 1.9 g (4.5 mmol) of the intermediate from step D and 1.75 g (9.5 mmol) 1-(1-methylpiperidine-4-yl)-piperazine were dissolved in 30 ml dry THF and refluxed for 90 minutes. The volatiles were removed in vacuo. The resulting residue was dissolved in ethyl acetate, washed with H2O and dried over magnesium sulfate and the solvent was removed in vacuo. The residue was treated with H2O and the resulting precipitate was separated to yield 1.5 g of the intermediate. Starting materials: BrBr (Bromine), C1(=CC=CC=C1)P(C1=CC=CC=C1)C1=CC=CC=C1 (triphenylphosphine), BrC1=CC=C(CN2C(=C(C3=CC(=CC=C23)OC)C2(CC2)CCO)C)C=C1 (2-[1-(1-(4-Bromobenzyl)-5-methoxy-2-methyl-1H-indol-3-yl) cyclopropyl]ethanol). The solvent is C(Cl)Cl (CH2Cl2), C(Cl)Cl (CH2Cl2). Reaction conditions: temperature 0 celsius, time 0.5 hour. The product is BrC1=CC=C(CN2C(=C(C3=CC(=CC=C23)OC)C2(CC2)CCBr)C)C=C1 (2-[1-(1-(4-Bromobenzyl)-5-methoxy-2-methyl-1H-indol-3-yl)cyclopropyI]ethyl bromide). The yield is 45.2%. Reaction SMILES: [Br:1]Br.C1(P(C2C=CC=CC=2)C2C=CC=CC=2)C=CC=CC=1.[Br:22][C:23]1[CH:47]=[CH:46][C:26]([CH2:27][N:28]2[C:36]3[C:31](=[CH:32][C:33]([O:37][CH3:38])=[CH:34][CH:35]=3)[C:30]([C:39]3([CH2:42][CH2:43]O)[CH2:41][CH2:40]3)=[C:29]2[CH3:45])=[CH:25][CH:24]=1>C(Cl)Cl>[Br:22][C:23]1[CH:47]=[CH:46][C:26]([CH2:27][N:28]2[C:36]3[C:31](=[CH:32][C:33]([O:37][CH3:38])=[CH:34][CH:35]=3)[C:30]([C:39]3([CH2:42][CH2:43][Br:1])[CH2:41][CH2:40]3)=[C:29]2[CH3:45])=[CH:25][CH:24]=1. Procedure: Bromine (136 mg, 0.85 mmol) was added to a-78° C. solution of triphenylphosphine (244 rag, 0.93 mmol) in 4 mL CH2Cl2, and the mixture was stirred 0.5 h at 0° C. and 5 rain at r.t. before recooling to -5° C. The alcohol from Step 8 (319 mg, 0.77 mmol) was then slowly added as a 1 mL CH2Cl2 solution and the mixture was stirred 2 h at 0° C. The reaction mixture was partitioned between CH2Cl2 and saturated NaHCO3. The organic layer was dried over MgSO4, concentrated and the residue purified by flash... The reactants are CCCNC(=O)c1ccc(N)c(OC)c1, CCN(C(C)C)C(C)C, C1COCCO1, CCOC(C)=O, FC(F)(F)c1cnc(Cl)nc1Cl, Cl. Product: CCCNC(=O)c1ccc(Nc2ncc(C(F)(F)F)c(Cl)n2)c(OC)c1. As a reaction SMILES: [CH2:14]([CH2:15][CH3:16])[NH:17][C:18]([c:19]1[cH:20][c:21]([O:26][CH3:27])[c:22]([NH2:25])[cH:23][cH:24]1)=[O:28].[CH2:29]([N:30]([CH:31]([CH3:32])[CH3:33])[CH:34]([CH3:35])[CH3:36])[CH3:37].[CH2:38]1[O:39][CH2:40][CH2:41][O:42][CH2:43]1.[CH3:44][CH2:45][O:46][C:47](=[O:48])[CH3:49].[Cl:1][c:2]1[n:3][cH:4][c:5]([C:9]([F:10])([F:11])[F:12])[c:6]([Cl:8])[n:7]1.[ClH:13]>>[c:2]1([NH:25][c:22]2[c:21]([O:26][CH3:27])[cH:20][c:19]([C:18]([NH:17][CH2:14][CH2:15][CH3:16])=[O:28])[cH:24][cH:23]2)[n:3][cH:4][c:5]([C:9]([F:10])([F:11])[F:12])[c:6]([Cl:8])[n:7]1. Reactants: BrCc1ccccc1, CC(C)(C)OC(=O)N1CCC2(CC1)C(=O)NCN2c1ccccc1, CN(C)C=O, [H-], [Na+], O. Product: CC(C)(C)OC(=O)N1CCC2(CC1)C(=O)N(Cc1ccccc1)CN2c1ccccc1. Reaction SMILES: [Br:27][CH2:28][c:29]1[cH:30][cH:31][cH:32][cH:33][cH:34]1.[C:1]([CH3:2])([CH3:3])([CH3:4])[O:5][C:6](=[O:7])[N:8]1[CH2:9][CH2:10][C:11]2([C:12](=[O:22])[NH:13][CH2:14][N:15]2[c:16]2[cH:17][cH:18][cH:19][cH:20][cH:21]2)[CH2:23][CH2:24]1.[CH3:36][N:37]([CH3:38])[CH:39]=[O:40].[H-:25].[Na+:26].[OH2:35]>>[C:1]([CH3:2])([CH3:3])([CH3:4])[O:5][C:6](=[O:7])[N:8]1[CH2:9][CH2:10][C:11]2([C:12](=[O:22])[N:13]([CH2:28][c:29]3[cH:30][cH:31][cH:32][cH:33][cH:34]3)[CH2:14][N:15]2[c:16]2[cH:17][cH:18][cH:19][cH:20][cH:21]2)[CH2:23][CH2:24]1. Starting materials: C(CC)OC(=O)C1=CC=2N(N=C(C2O1)N)C(=O)OCC (3-amino-furo[3,2-c]pyrazole-1,5-dicarboxylic acid 1-ethyl ester 5-propyl ester), C(C)(C)N(CC)C(C)C (diisopropylethylamine), [N+](=O)([O-])C1=C(C(=O)Cl)C=CC=C1 (2-nitro-benzoyl chloride). Solvent: O1CCCC1 (tetrahydrofuran). Run at time 10 minute. The product is C(CC)OC(=O)C1=CC=2N(N=C(C2O1)NC(C1=C(C=CC=C1)[N+](=O)[O-])=O)C(=O)OCC (3-(2-Nitro-benzoylamino)-furo[3,2-c]pyrazole-1,5-dicarboxylic acid 1-ethyl ester 5-propyl ester). Yield: 74.1%. Reaction SMILES: [CH2:1]([O:4][C:5]([C:7]1[O:14][C:13]2[C:12]([NH2:15])=[N:11][N:10]([C:16]([O:18][CH2:19][CH3:20])=[O:17])[C:9]=2[CH:8]=1)=[O:6])[CH2:2][CH3:3].C(N(C(C)C)CC)(C)C.[N+:30]([C:33]1[CH:41]=[CH:40][CH:39]=[CH:38][C:34]=1[C:35](Cl)=[O:36])([O-:32])=[O:31]>O1CCCC1>[CH2:1]([O:4][C:5]([C:7]1[O:14][C:13]2[C:12]([NH:15][C:35](=[O:36])[C:34]3[CH:38]=[CH:39][CH:40]=[CH:41][C:33]=3[N+:30]([O-:32])=[O:31])=[N:11][N:10]([C:16]([O:18][CH2:19][CH3:20])=[O:17])[C:9]=2[CH:8]=1)=[O:6])[CH2:2][CH3:3]. Procedure: To a solution of 3-amino-furo[3,2-c]pyrazole-1,5-dicarboxylic acid 1-ethyl ester 5-propyl ester (500 mg, 1.606 mmol) and diisopropylethylamine (DIEA, 0.824 mL, 4.818 mmol) in tetrahydrofuran (THF, 20 mL) at 0° C., 2-nitro-benzoyl chloride (0.318 mL, 2.409 mmol) was added. The reaction mixture was kept at the same temperature for 10 minutes then allowed to reach room temperature and let react overnight. The solvent was removed under vacuum, the residue was dissolved in dichloromethane (DCM) and w... Reactants: ClC=1C=C(C=CC1)C(CCCCN1CCC(CC1)C=1C=C(C=CC1)NC(C(C)C)=O)=O (N-(3-{1-[5-(3-chlorophenyl)-5-oxopentyl]-4-piperidinyl}phenyl)-2-methylpropanamide), Cl.CC1=C(C=CC=C1)NN (1-(2-methylphenyl)hydrazine hydrochloride). The product is ClC=1C=C(C=CC1)C=1NC2=C(C=CC=C2C1CCCN1CCC(CC1)C=1C=C(C=CC1)NC(C(C)C)=O)C (N-[3-(1-{3-[2-(3-CHLOROPHENYL)-7-METHYL-1H-INDOL-3-YL]PROPYL}-4-PIPERIDINYL)PHENYL]-2-METHYLPROPANAMIDE). As a reaction SMILES: [Cl:1][C:2]1[CH:3]=[C:4]([C:8](=O)[CH2:9][CH2:10][CH2:11][CH2:12][N:13]2[CH2:18][CH2:17][CH:16]([C:19]3[CH:20]=[C:21]([NH:25][C:26](=[O:30])[CH:27]([CH3:29])[CH3:28])[CH:22]=[CH:23][CH:24]=3)[CH2:15][CH2:14]2)[CH:5]=[CH:6][CH:7]=1.Cl.[CH3:33][C:34]1[CH:39]=[CH:38][CH:37]=[CH:36][C:35]=1[NH:40]N>>[Cl:1][C:2]1[CH:3]=[C:4]([C:8]2[NH:40][C:35]3[C:36]([C:9]=2[CH2:10][CH2:11][CH2:12][N:13]2[CH2:18][CH2:17][CH:16]([C:19]4[CH:20]=[C:21]([NH:25][C:26](=[O:30])[CH:27]([CH3:29])[CH3:28])[CH:22]=[CH:23][CH:24]=4)[CH2:15][CH2:14]2)=[CH:37][CH:38]=[CH:39][C:34]=3[CH3:33])[CH:5]=[CH:6][CH:7]=1 |f:1.2|. Procedure details: Prepared by Procedure E and Scheme M using N-(3-{1-[5-(3-chlorophenyl)-5-oxopentyl]-4-piperidinyl}phenyl)-2-methylpropanamide and 1-(2-methylphenyl)hydrazine hydrochloride: ESMS m/e: 528.1 (M+H)+. Reactants: OCC1=CC2=C(S1)C=CS2 (2-hydroxymethylthieno[3,2-b]-thiophene), [Cr](=O)(=O)([O-])Cl.[NH+]1=CC=CC=C1 (pyridinium chlorochromate). Run in C(Cl)Cl (methylene chloride). Yields the product S1C2=C(C=C1C=O)SC=C2 (thieno[3,2-b]thiophene-2-carboxaldehyde). RXN SMILES: [OH:1][CH2:2][C:3]1[S:7][C:6]2[CH:8]=[CH:9][S:10][C:5]=2[CH:4]=1.[Cr](Cl)([O-])(=O)=O.[NH+]1C=CC=CC=1>C(Cl)Cl>[S:7]1[C:3]([CH:2]=[O:1])=[CH:4][C:5]2[S:10][CH:9]=[CH:8][C:6]1=2 |f:1.2|. Reported procedure: 2,3-Dibromothiophene (1) is converted to 3-Bromothiophene-2-carboxaldehyde (2) through a series of reactions with n-butyl lithium yielding 2-litho-3-bromothiophene, followed by N-formylpiperidine and 3N HCl. This 3-bromothiophene-2-carboxaldehyde (2) is then placed in toluene solution containing ethylene glycol to which is added pyridinium tosylate yielding 3-bromo-2-(2-dioxolanyl)thiophene (3). This 3-bromo-2-(2-dioxolanyl)thiophene (3) is then reacted with n-butyllithium followed by sulfur, th... Reactants: N1C=CC=2C1=NC=C(C2)C(=O)O (1H-pyrrolo[2,3-b]pyridine-5-carboxylic acid), ClN1C(CCC1=O)=O (N-chlorosuccinimide). The solvent is CN(C=O)C (N,N-dimethylformamide), O (water). Conditions: temperature 40 celsius, time 5 hour. Product: ClC1=CNC2=NC=C(C=C21)C(=O)O (3-chloro-1H-pyrrolo[2,3-b]pyridine-5-carboxylic acid). Yield: 54.6%. Reaction SMILES: [NH:1]1[C:5]2=[N:6][CH:7]=[C:8]([C:10]([OH:12])=[O:11])[CH:9]=[C:4]2[CH:3]=[CH:2]1.[Cl:13]N1C(=O)CCC1=O>CN(C)C=O.O>[Cl:13][C:3]1[C:4]2[C:5](=[N:6][CH:7]=[C:8]([C:10]([OH:12])=[O:11])[CH:9]=2)[NH:1][CH:2]=1. Procedure: A suspension of 1H-pyrrolo[2,3-b]pyridine-5-carboxylic acid (250 mg, 1.5 mmol) in N,N-dimethylformamide (5 mL) was warmed to 40° C. N-chlorosuccinimide (243 mg, 1.62 mmol) was added and the mixture was stirred at 55° C. for 5 hours. The reaction was cooled to room temperature and left stirring for 2 days. The mixture was diluted with water (20 mL) and stirred overnight. The resulting solid was collected by filtration and dried to give the title compound (161 mg, 55%). +ESI (M+H) 197.1; 1H NMR (4...